Dataset: the Open Reaction Database (ORD), a public repository of structured organic reaction records. Task: describe an organic reaction: reactants, conditions, products, and yield Reaction SMILES: P(Br)(Br)[Br:2].[Br:5][C:6]1[CH:7]=[N:8][C:9]2[C:14]([C:15]=1O)=[N:13][C:12]([O:17][CH3:18])=[CH:11][CH:10]=2.C(=O)([O-])[O-].[Na+].[Na+]>CN(C)C=O>[Br:5][C:6]1[C:15]([Br:2])=[C:14]2[C:9]([CH:10]=[CH:11][C:12]([O:17][CH3:18])=[N:13]2)=[N:8][CH:7]=1 |f:2.3.4|. Reaction conditions: time 2 hour. Solvent: CN(C=O)C (N,N-dimethylformamide). Product: BrC1=CN=C2C=CC(=NC2=C1Br)OC (7,8-dibromo-2-methoxy-[1,5]naphthyridine). Isolated yield 80.6%. The reactants are P(Br)(Br)Br (Phosphorus tribromide), BrC=1C=NC2=CC=C(N=C2C1O)OC (3-bromo-6-methoxy-[1,5]naphthyridin-4-ol), C([O-])([O-])=O.[Na+].[Na+] (sodium carbonate). Procedure details: Phosphorus tribromide (140 mg, 0.53 mmol, 1.3 eq) is added at 0° C. to a stirred suspension of 3-bromo-6-methoxy-[1,5]naphthyridin-4-ol (100 mg, 0.39 mmol, 1.0 eq) in N,N-dimethylformamide (1 mL). After 2 hours stirring at room temperature, the reaction mixture is poured into saturated sodium carbonate aqueous solution (50 mL). The resulting suspension is filtered and the cake is washed with water and methanol to afford 7,8-dibromo-2-methoxy-[1,5]naphthyridine as a white solid (100 mg, 80% yield... The reactants are Cc1ccc(N(CC(=O)O)S(=O)(=O)c2ccc(C(C)(C)C)cc2)cc1, CCNCc1cnc[nH]1. The product is CCN(Cc1cnc[nH]1)C(=O)CN(c1ccc(C)cc1)S(=O)(=O)c1ccc(C(C)(C)C)cc1. RXN SMILES: [C:1]([CH3:2])([CH3:3])([CH3:4])[c:5]1[cH:6][cH:7][c:8]([S:11](=[O:12])(=[O:13])[N:14]([c:15]2[cH:16][cH:17][c:18]([CH3:21])[cH:19][cH:20]2)[CH2:22][C:23](=[O:24])[OH:25])[cH:9][cH:10]1.[CH2:26]([CH3:27])[NH:28][CH2:29][c:30]1[nH:31][cH:32][n:33][cH:34]1>>[C:1]([CH3:2])([CH3:3])([CH3:4])[c:5]1[cH:6][cH:7][c:8]([S:11](=[O:12])(=[O:13])[N:14]([c:15]2[cH:16][cH:17][c:18]([CH3:21])[cH:19][cH:20]2)[CH2:22][C:23](=[O:25])[N:28]([CH2:26][CH3:27])[CH2:29][c:30]2[nH:31][cH:32][n:33][cH:34]2)[cH:9][cH:10]1. The reactants are O=C1OC2(CCN(C(=O)C3(c4ccc(Br)cc4)CCC3)C2)c2ccccc21, CC(C)(C)P(C(C)(C)C)C(C)(C)C, O=C([O-])[O-], Cc1ccccc1, [Cs+], [Cs+], O=C1NCCO1. The product is O=C1OC2(CCN(C(=O)C3(c4ccc(N5CCOC5=O)cc4)CCC3)C2)c2ccccc21. As a reaction SMILES: [Br:1][c:2]1[cH:3][cH:4][c:5]([C:8]2([C:12](=[O:13])[N:14]3[CH2:15][C:16]4([O:17][C:18](=[O:25])[c:19]5[c:20]4[cH:21][cH:22][cH:23][cH:24]5)[CH2:26][CH2:27]3)[CH2:9][CH2:10][CH2:11]2)[cH:6][cH:7]1.[C:41]([P:42]([C:43]([CH3:44])([CH3:45])[CH3:46])[C:47]([CH3:48])([CH3:49])[CH3:50])([CH3:51])([CH3:52])[CH3:53].[C:54](=[O:55])([O-:56])[O-:57].[CH3:34][c:35]1[cH:36][cH:37][cH:38][cH:39][cH:40]1.[Cs+:58].[Cs+:59].[O:28]1[C:29](=[O:33])[NH:30][CH2:31][CH2:32]1>>[c:2]1([N:30]2[C:29](=[O:33])[O:28][CH2:32][CH2:31]2)[cH:3][cH:4][c:5]([C:8]2([C:12](=[O:13])[N:14]3[CH2:15][C:16]4([O:17][C:18](=[O:25])[c:19]5[c:20]4[cH:21][cH:22][cH:23][cH:24]5)[CH2:26][CH2:27]3)[CH2:9][CH2:10][CH2:11]2)[cH:6][cH:7]1. The reactants are ClC1=CC(=C(C=C1C(=O)O)S(N)(=O)=O)F (6-chloro-4-fluoro-3-sulfamoylbenzoic acid), C(CCC)N1CCNCC1 (N-butylpiperazine). The solvent is O (water). Run at time 8 hour. The product is C(CCC)N1CCN(CC1)C1=C(C=C(C(=O)O)C(=C1)Cl)S(N)(=O)=O (4-(4-n-butylpiperazine-1-yl)-6-chloro-3-sulfamoylbenzoic acid). RXN SMILES: [Cl:1][C:2]1[C:7]([C:8]([OH:10])=[O:9])=[CH:6][C:5]([S:11](=[O:14])(=[O:13])[NH2:12])=[C:4](F)[CH:3]=1.[CH2:16]([N:20]1[CH2:25][CH2:24][NH:23][CH2:22][CH2:21]1)[CH2:17][CH2:18][CH3:19]>O>[CH2:16]([N:20]1[CH2:25][CH2:24][N:23]([C:4]2[CH:3]=[C:2]([Cl:1])[C:7]([C:8]([OH:10])=[O:9])=[CH:6][C:5]=2[S:11](=[O:14])(=[O:13])[NH2:12])[CH2:22][CH2:21]1)[CH2:17][CH2:18][CH3:19]. Reported procedure: 126 Grams of 6-chloro-4-fluoro-3-sulfamoylbenzoic acid (0.5 mole) were stirred with 0.2 l of N-butylpiperazine for 2 hours at 110° C. Subsequently the reaction solution was poured into 2 l of water, a small amount of amorphous precipitate formed was separated, and the filtrate was adjusted to a pH of 7.5 with 2N HCl. After having stood overnight at room temperature, the crystalline precipitate was suction-filtered and was recrystallized from a mixture of ethanol and water. Product: N1C(=NC2=C1C=CC=C2)N(C2CCC(CC2)C(C)(C)C)CC2=CC=C(C(=O)NCC1=NN=NN1)C=C2 (4-{[1H-Benzimidazol-2-yl(4-tert-butylcyclohexyl)amino]methyl}-N-(1H-tetraazol-5-ylmethyl)benzamide). As a reaction SMILES: [NH:1]1[C:5]2[CH:6]=[CH:7][CH:8]=[CH:9][C:4]=2[N:3]=[C:2]1[N:10]([CH2:21][C:22]1[CH:30]=[CH:29][C:25]([C:26]([OH:28])=O)=[CH:24][CH:23]=1)[CH:11]1[CH2:16][CH2:15][CH:14]([C:17]([CH3:20])([CH3:19])[CH3:18])[CH2:13][CH2:12]1.[NH:31]1[C:35]([CH2:36][NH2:37])=[N:34][N:33]=[N:32]1.C1C=CC2N(O)N=NC=2C=1.C(Cl)CCl.CCN(C(C)C)C(C)C>CN(C=O)C>[NH:1]1[C:5]2[CH:6]=[CH:7][CH:8]=[CH:9][C:4]=2[N:3]=[C:2]1[N:10]([CH2:21][C:22]1[CH:30]=[CH:29][C:25]([C:26]([NH:37][CH2:36][C:35]2[NH:34][N:33]=[N:32][N:31]=2)=[O:28])=[CH:24][CH:23]=1)[CH:11]1[CH2:12][CH2:13][CH:14]([C:17]([CH3:20])([CH3:19])[CH3:18])[CH2:15][CH2:16]1. Starting materials: N1C(=NC2=C1C=CC=C2)N(C2CCC(CC2)C(C)(C)C)CC2=CC=C(C(=O)O)C=C2 (4-{[1H-Benzimidazol-2-yl(4-tert-butylcyclohexyl)amino]methyl}benzoic acid), N1N=NN=C1CN (1H-tetraazol-5-ylmethylamine), C=1C=CC2=C(C1)N=NN2O (HOBt), C(CCl)Cl (EDC), CCN(C(C)C)C(C)C (DIEA). Run in CN(C)C=O (DMF). Reported procedure: To a solution of the title compound of Example 1 Step D (0.04 mmol, 16 mg), 1H-tetraazol-5-ylmethylamine (0.06 mmol, 8 mg), HOBt (0.1 mmol, 15 mg) and EDC (0.12 mmol, 23 mg) in 0.4 mL of DMF was added DIEA (0.2 mmol, 35 μL). After 3 h the reaction mixture was concentrated under reduced pressure. The product was purified by reverse-phase chromatography (Condition A) and lyophilized, affording the title compound as a white solid. MS (ESI): m/z 487 (M+H). HPLC A: 1.58 min. Reactants: C(C)(=O)OCC (ethyl acetate), CI (methyl iodide), C([O-])([O-])=O.[K+].[K+] (potassium carbonate), NC1=CC=CC=C1 (aniline), CN(C=O)C (dimethylformamide). Conditions: time 8 hour. Product: CN(C1=CC=CC=C1)C (dimethylaniline). As a reaction SMILES: N[C:2]1[CH:7]=[CH:6]C=[CH:4][CH:3]=1.CI.C(=O)([O-])[O-].[K+].[K+].C(OCC)(=O)C.[CH3:22][N:23]([CH3:26])[CH:24]=O>>[CH3:22][N:23]([CH3:26])[C:24]1[CH:6]=[CH:7][CH:2]=[CH:3][CH:4]=1 |f:2.3.4|. Procedure details: The aniline derivative (1.4 g, 7.3 mmol) obtained in Step 1 was dissolved in dimethylformamide (50 ml), methyl iodide (1.4 ml, 22 mmol) and potassium carbonate (3.0 g, 22 mmol) were added, and the mixture was stirred overnight. A treatment according to a conventional method using ethyl acetate as an extraction solvent gave a crude product, which was successively purified by silica gel column chromatography to give a dimethylaniline derivative (1.1 g, 5.0 mmol). Starting materials: O=[N+]([O-])c1cc(Cc2ccccc2)ccc1O, CO. The product is Nc1cc(Cc2ccccc2)ccc1O. As a reaction SMILES: [CH2:1]([c:2]1[cH:3][cH:4][cH:5][cH:6][cH:7]1)[c:8]1[cH:9][c:10]([N+:15]([O-:16])=[O:17])[c:11]([OH:14])[cH:12][cH:13]1.[CH3:18][OH:19]>>[CH2:1]([c:2]1[cH:3][cH:4][cH:5][cH:6][cH:7]1)[c:8]1[cH:9][c:10]([NH2:15])[c:11]([OH:14])[cH:12][cH:13]1.